Dataset: the Open Reaction Database (ORD), a public repository of structured organic reaction records. Task: describe an organic reaction: reactants, conditions, products, and yield The reactants are CC(=O)O[BH-](OC(C)=O)OC(C)=O, C1CCNCC1, COc1cc(Cl)c(C=O)c(OC)c1, ClCCl, Cl, [Na+], O. The product is COc1cc(Cl)c(CN2CCCCC2)c(OC)c1. As a reaction SMILES: [C:20]([O:21][BH-:22]([O:23][C:24](=[O:25])[CH3:26])[O:27][C:28](=[O:29])[CH3:30])(=[O:31])[CH3:32].[CH2:14]1[CH2:15][CH2:16][NH:17][CH2:18][CH2:19]1.[Cl:1][c:2]1[c:3]([CH:4]=[O:5])[c:6]([O:12][CH3:13])[cH:7][c:8]([O:10][CH3:11])[cH:9]1.[Cl:35][CH2:36][Cl:37].[ClH:34].[Na+:33].[OH2:38]>>[Cl:1][c:2]1[c:3]([CH2:4][N:17]2[CH2:16][CH2:15][CH2:14][CH2:19][CH2:18]2)[c:6]([O:12][CH3:13])[cH:7][c:8]([O:10][CH3:11])[cH:9]1. Reactants: N.CO (ammonia methanol), C(OCC(C)C)(=O)Cl (isobutyl chlorocarbonate), C(C)(C)(C)OC(=O)N1[C@@H](C[C@@H](C1)N1CCC(CC1)C=1OC2=C(N1)C=C(C=C2)C(=O)O)C(=O)N2CSCC2 (3-{(2S,4S)-1-tert-Butoxycarbonyl-4-[4-(5-carboxy-2-benzoxazolyl)piperidino]-2-pyrrolidinylcarbonyl}-1,3-thiazolidine), Cl.Cl.C(=O)(O)C=1C=CC2=C(N=C(O2)C2CCN(CC2)[C@H]2C[C@H](NC2)C(=O)N2CSCC2)C1 (3-{(2S,4S)-4-[4-(5-carboxy-2-benzoxazolyl)piperidino]-2-pyrrolidinylcarbonyl}-1,3-thiazolidine dihydrochloride). The solvent is C(C)N(CC)CC (triethylamine), O1CCCC1 (tetrahydrofuran), O (Water). Reaction conditions: time 30 minute. Yields the product C(C)(C)(C)OC(=O)N1[C@@H](C[C@@H](C1)N1CCC(CC1)C=1OC2=C(N1)C=C(C=C2)C(N)=O)C(=O)N2CSCC2 (3-{(2S,4S)-1-tert-butoxycarbonyl-4-[4-(5-carbamoyl-2-benzoxazolyl)piperidino]-2-pyrrolidinylcarbonyl}-1,3-thiazolidine). RXN SMILES: [C:1]([O:5][C:6]([N:8]1[CH2:12][C@@H:11]([N:13]2[CH2:18][CH2:17][CH:16]([C:19]3[O:20][C:21]4[CH:27]=[CH:26][C:25]([C:28](O)=[O:29])=[CH:24][C:22]=4[N:23]=3)[CH2:15][CH2:14]2)[CH2:10][C@H:9]1[C:31]([N:33]1[CH2:37][CH2:36][S:35][CH2:34]1)=[O:32])=[O:7])([CH3:4])([CH3:3])[CH3:2].Cl.Cl.C(C1C=CC2OC(C3CCN([C@@H]4CN[C@H](C(N5CCSC5)=O)C4)CC3)=[N:48]C=2C=1)(O)=O.C(Cl)(=O)OCC(C)C.N.CO>O1CCCC1.O.C(N(CC)CC)C>[C:1]([O:5][C:6]([N:8]1[CH2:12][C@@H:11]([N:13]2[CH2:18][CH2:17][CH:16]([C:19]3[O:20][C:21]4[CH:27]=[CH:26][C:25]([C:28](=[O:29])[NH2:48])=[CH:24][C:22]=4[N:23]=3)[CH2:15][CH2:14]2)[CH2:10][C@H:9]1[C:31]([N:33]1[CH2:37][CH2:36][S:35][CH2:34]1)=[O:32])=[O:7])([CH3:3])([CH3:2])[CH3:4] |f:1.2.3,5.6|. Procedure: 3-{(2S,4S)-1-tert-Butoxycarbonyl-4-[4-(5-carboxy-2-benzoxazolyl)piperidino]-2-pyrrolidinylcarbonyl}-1,3-thiazolidine [product of Example 310 (1), 1.06 g] was dissolved in tetrahydrofuran (5 mL), and triethylamine (0.279 mL) and isobutyl chlorocarbonate (0.263 mL) were added thereto under ice-cooling. The mixture was stirred at room temperature for 30 min. A solution of 7 mol/L ammonia-methanol (1 mL) was added to the reaction mixture, and the mixture was stirred at room temperature for 15 hr. Wa... RXN SMILES: [NH:1]([C:30]([O:32][C:33]([CH3:36])([CH3:35])[CH3:34])=[O:31])[C@@H:2]([C:27](O)=[O:28])[CH2:3][CH2:4][CH2:5][NH:6][C:7](=[NH:26])[NH:8][S:9]([C:12]1[C:24]([CH3:25])=[C:23]2[C:17]([O:18][C:19]([CH2:22]2)([CH3:21])[CH3:20])=[C:15]([CH3:16])[C:13]=1[CH3:14])(=[O:11])=[O:10].CN1CCOCC1.[NH2:44][C@H:45]([C:53]([NH:55][C@H:56]([C:69]([O:71][CH3:72])=[O:70])[CH2:57][C:58]1[CH:63]=[CH:62][C:61]([O:64][C:65]([CH3:68])([CH3:67])[CH3:66])=[CH:60][CH:59]=1)=[O:54])[C@@H:46]([CH3:52])[O:47][C:48]([CH3:51])([CH3:50])[CH3:49]>CN1C(=O)CCC1.C(Cl)(Cl)Cl>[NH:1]([C:30]([O:32][C:33]([CH3:36])([CH3:35])[CH3:34])=[O:31])[C@@H:2]([C:27]([NH:44][C@@H:45]([C:53]([NH:55][C@@H:56]([C:69]([O:71][CH3:72])=[O:70])[CH2:57][C:58]1[CH:63]=[CH:62][C:61]([O:64][C:65]([CH3:68])([CH3:67])[CH3:66])=[CH:60][CH:59]=1)=[O:54])[C@H:46]([CH3:52])[O:47][C:48]([CH3:51])([CH3:50])[CH3:49])=[O:28])[CH2:3][CH2:4][CH2:5][NH:6][C:7](=[NH:26])[NH:8][S:9]([C:12]1[C:24]([CH3:25])=[C:23]2[C:17]([O:18][C:19]([CH2:22]2)([CH3:20])[CH3:21])=[C:15]([CH3:16])[C:13]=1[CH3:14])(=[O:11])=[O:10]. Procedure: A clear solution of 3.73 g (7.08 mmoles) of Boc-D-Arg(Pbf)-OH (Bachem Feinchemikalien, cat. No A-3750) in 75 ml of dry NMP, comprising 0.85 ml (7.79 mmoles) of NMM was chilled to −10° C. under shaking. Then, 1.02 ml (7.79 mmoles) of IBCF diluted in 6 ml of CHCl3 were added drop-wise. After 30 minutes, a solution of 2.88 g (7.08 mmoles) of H-L-Thr(tBu)-L-Tyr(tBu)-OMe in 75 ml of CHCl3 was added drop-wise in 20 minutes. The reaction mixture was kept for 2 h at 0° C. and overnight at room temperatu... Reactants: N([C@H](CCCNC(NS(=O)(=O)C1=C(C)C(C)=C2OC(C)(C)CC2=C1C)=N)C(=O)O)C(=O)OC(C)(C)C (Boc-D-Arg(Pbf)-OH), N[C@@H]([C@H](OC(C)(C)C)C)C(=O)N[C@@H](CC1=CC=C(C=C1)OC(C)(C)C)C(=O)OC (H-L-Thr(tBu)-L-Tyr(tBu)-OMe), CN1CCOCC1 (NMM). The solvent is C(Cl)(Cl)Cl (CHCl3), CN1CCCC1=O (NMP), C(Cl)(Cl)Cl (CHCl3). The yield is 85.9%. Yields the product N([C@H](CCCNC(NS(=O)(=O)C1=C(C)C(C)=C2OC(C)(C)CC2=C1C)=N)C(=O)N[C@H]([C@@H](OC(C)(C)C)C)C(=O)N[C@H](CC1=CC=C(C=C1)OC(C)(C)C)C(=O)OC)C(=O)OC(C)(C)C (Boc-D-Arg(Pbf)-D-Thr(tBu)-D-Tyr(tBu)-OMe). Reaction conditions: temperature -10 celsius, time 30 minute. Reactants: C([O-])([O-])=O.[K+].[K+] (potassium carbonate), C1(=CC=CC=C1)P(CCCP(C1=CC=CC=C1)C1=CC=CC=C1)C1=CC=CC=C1 (1,3-bis(diphenylphosphino)propane), ClC1=NC=C(C=C1)F (2-chloro-5-fluoropyridine), [C]=O (carbon monoxide). Reagents/catalysts: C(C)(=O)[O-].[Pd+2].C(C)(=O)[O-] (palladium acetate). Run in CN(C=O)C (dimethylformamide), C(C)O (ethanol). Conditions: temperature 90 celsius. Product: FC=1C=CC(=NC1)C(=O)OCC (ethyl 5-fluoropyridine-2-carboxylate). The yield is 695.6%. RXN SMILES: [C:1](=[O:4])([O-])[O-:2].[K+].[K+].[C:7]1(P(C2C=CC=CC=2)CCCP(C2C=CC=CC=2)C2C=CC=CC=2)C=CC=C[CH:8]=1.Cl[C:37]1[CH:42]=[CH:41][C:40]([F:43])=[CH:39][N:38]=1.[C]=O>CN(C)C=O.C(O)C.C([O-])(=O)C.[Pd+2].C([O-])(=O)C>[F:43][C:40]1[CH:41]=[CH:42][C:37]([C:1]([O:2][CH2:7][CH3:8])=[O:4])=[N:38][CH:39]=1 |f:0.1.2,8.9.10,^3:43|. Procedure details: 1.57 g of potassium carbonate, 0.34 g of 1,3-bis(diphenylphosphino)propane and 0.17 g of palladium acetate were added to a solution of 1 g of 2-chloro-5-fluoropyridine in 8 ml of dimethylformamide and 8 ml of ethanol, and stirred in a carbon monoxide atmosphere under heat at 90° C. for 2 hours. The reaction liquid was filtered, the filtrate was extracted with chloroform, and the organic layer was washed with saturated saline water. After dried, the solvent was evaporated away under reduced press... The product is CC(C)(C)c1cc(SCCC(=O)NN)cc(C(C)(C)C)c1O. As a reaction SMILES: [CH3:26][OH:27].[CH3:28][CH2:29][O:30][C:31](=[O:32])[CH3:33].[CH3:4][C:5]([CH3:6])([CH3:7])[c:8]1[cH:9][c:10]([S:19][CH2:20][CH2:21][C:22]([O:24][CH3:23])=[O:25])[cH:11][c:12]([C:15]([CH3:16])([CH3:17])[CH3:18])[c:13]1[OH:14].[NH2:2][NH2:3].[OH2:1]>>[NH:2]([NH2:3])[C:22]([CH2:21][CH2:20][S:19][c:10]1[cH:9][c:8]([C:5]([CH3:4])([CH3:6])[CH3:7])[c:13]([OH:14])[c:12]([C:15]([CH3:16])([CH3:17])[CH3:18])[cH:11]1)=[O:24]. The reactants are CO, CCOC(C)=O, COC(=O)CCSc1cc(C(C)(C)C)c(O)c(C(C)(C)C)c1, NN, O. Reactants: [NH4+].[OH-] (NH4OH), BrC1=C2C=3CCC(CC3NC2=C(C=C1F)C(=O)O)C(C(=O)OCC)C(=O)OCC (5-bromo-2-(1,3-diethoxy-1,3-dioxopropan-2-yl)-6-fluoro-2,3,4,9-tetrahydro-1H-carbazole-8-carboxylic acid), C(CCl)Cl (EDC), C=1C=CC2=C(C1)N=NN2O (HOBT). Product: BrC1=C2C=3CCC(CC3NC2=C(C=C1F)C(N)=O)C(C(=O)OCC)C(=O)OCC (diethyl 2-(5-bromo-8-carbamoyl-6-fluoro-2,3,4,9-tetrahydro-1H-carbazol-2-yl)malonate), solid. As a reaction SMILES: [Br:1][C:2]1[C:14]([F:15])=[CH:13][C:12]([C:16](O)=[O:17])=[C:11]2[C:3]=1[C:4]1[CH2:5][CH2:6][CH:7]([CH:19]([C:25]([O:27][CH2:28][CH3:29])=[O:26])[C:20]([O:22][CH2:23][CH3:24])=[O:21])[CH2:8][C:9]=1[NH:10]2.C(Cl)CCl.C1C=CC2N(O)N=[N:40]C=2C=1.[NH4+].[OH-]>C1COCC1.CCOC(C)=O>[Br:1][C:2]1[C:14]([F:15])=[CH:13][C:12]([C:16](=[O:17])[NH2:40])=[C:11]2[C:3]=1[C:4]1[CH2:5][CH2:6][CH:7]([CH:19]([C:20]([O:22][CH2:23][CH3:24])=[O:21])[C:25]([O:27][CH2:28][CH3:29])=[O:26])[CH2:8][C:9]=1[NH:10]2 |f:3.4|. Procedure: A mixture of 5-bromo-2-(1,3-diethoxy-1,3-dioxopropan-2-yl)-6-fluoro-2,3,4,9-tetrahydro-1H-carbazole-8-carboxylic acid (0.981 g, 2.09 mmol), EDC (0.600 g, 3.13 mmol) and HOBT (0.383 g, 2.50 mmol) in THF (5 mL) was stirred at room temperature for 60 min. The mixture was treated with NH4OH (1.74 mL, 12.5 mmol) and stirred at room temperature overnight. The mixture was diluted with EtOAc, washed sequentially with saturated aqueous Na2CO3 and brine. The combined aqueous layers were extracted with EtO... Run in CCOC(=O)C (EtOAc), C1CCOC1 (THF). Isolated yield 45.0%. Conditions: time 60 minute.